Dataset: the Open Reaction Database (ORD), a public repository of structured organic reaction records. Task: describe an organic reaction: reactants, conditions, products, and yield Reactants: CO\N=C(/C(=O)NC1[C@@H]2N(C(=C(CS2=O)CCl)C(=O)OC(C2=CC=CC=C2)C2=CC=CC=C2)C1=O)\C=1N=C(SC1)NC(C1=CC=CC=C1)(C1=CC=CC=C1)C1=CC=CC=C1 (Benzhydryl 7-[(Z)-2-methoxyimino-2-(2-tritylaminothiazol-4-yl)acetamido]-3-chloromethyl-3-cephem-4-carboxylate 1-oxide), [I-].[Na+] (sodium iodide), ice water. Solvent: CC(=O)C (acetone). Reaction conditions: time 30 minute. The product is CO\N=C(/C(=O)NC1[C@@H]2N(C(=C(CS2=O)CI)C(=O)OC(C2=CC=CC=C2)C2=CC=CC=C2)C1=O)\C=1N=C(SC1)NC(C1=CC=CC=C1)(C1=CC=CC=C1)C1=CC=CC=C1 (Benzhydryl 7-[(Z)-2-methoxyimino-2-(2-tritylaminothiazol-4-yl)acetamido]-3-iodomethyl-3-cephem-4-carboxylate 1-oxide). As a reaction SMILES: [CH3:1][O:2]/[N:3]=[C:4](/[C:36]1[N:37]=[C:38]([NH:41][C:42]([C:55]2[CH:60]=[CH:59][CH:58]=[CH:57][CH:56]=2)([C:49]2[CH:54]=[CH:53][CH:52]=[CH:51][CH:50]=2)[C:43]2[CH:48]=[CH:47][CH:46]=[CH:45][CH:44]=2)[S:39][CH:40]=1)\[C:5]([NH:7][CH:8]1[C:34](=[O:35])[N:10]2[C:11]([C:18]([O:20][CH:21]([C:28]3[CH:33]=[CH:32][CH:31]=[CH:30][CH:29]=3)[C:22]3[CH:27]=[CH:26][CH:25]=[CH:24][CH:23]=3)=[O:19])=[C:12]([CH2:16]Cl)[CH2:13][S:14](=[O:15])[C@H:9]12)=[O:6].[I-:61].[Na+]>CC(C)=O>[CH3:1][O:2]/[N:3]=[C:4](/[C:36]1[N:37]=[C:38]([NH:41][C:42]([C:55]2[CH:60]=[CH:59][CH:58]=[CH:57][CH:56]=2)([C:49]2[CH:54]=[CH:53][CH:52]=[CH:51][CH:50]=2)[C:43]2[CH:48]=[CH:47][CH:46]=[CH:45][CH:44]=2)[S:39][CH:40]=1)\[C:5]([NH:7][CH:8]1[C:34](=[O:35])[N:10]2[C:11]([C:18]([O:20][CH:21]([C:28]3[CH:33]=[CH:32][CH:31]=[CH:30][CH:29]=3)[C:22]3[CH:27]=[CH:26][CH:25]=[CH:24][CH:23]=3)=[O:19])=[C:12]([CH2:16][I:61])[CH2:13][S:14](=[O:15])[C@H:9]12)=[O:6] |f:1.2|. Procedure details: The compound obtained in (A) was dissolved in 50 ml of acetone, and 670 mg (4.47 mmol) of sodium iodide was added. The mixture was stirred at room temperature for 30 minutes. The reaction solution was poured into ice water, and extracted with ethyl acetate. The extracted solution was washed with a 5% sodium thiosulfate aqueous solution, with water and with a saturated sodium chloride aqueous solution, then dried over anhydrous sodium sulfate and concentrated under reduced pressure, whereby the a... Starting materials: O=C([O-])[O-], CC#N, O=C(c1c[nH]c2cc(Cl)ccc12)N1CCC(N2C(=O)Cc3ccccc32)CC1, CN(C)CCCl, Cl, [Cs+], [Cs+], [Na+], [OH-]. The product is CN(C)CCn1cc(C(=O)N2CCC(N3C(=O)Cc4ccccc43)CC2)c2ccc(Cl)cc21. RXN SMILES: [C:36](=[O:37])([O-:38])[O-:39].[CH3:42][C:43]#[N:44].[Cl:1][c:2]1[cH:3][cH:4][c:5]2[c:6]([C:11](=[O:12])[N:13]3[CH2:14][CH2:15][CH:16]([N:19]4[C:20](=[O:28])[CH2:21][c:22]5[cH:23][cH:24][cH:25][cH:26][c:27]54)[CH2:17][CH2:18]3)[cH:7][nH:8][c:9]2[cH:10]1.[Cl:30][CH2:31][CH2:32][N:33]([CH3:34])[CH3:35].[ClH:29].[Cs+:40].[Cs+:41].[Na+:46].[OH-:45]>>[Cl:1][c:2]1[cH:3][cH:4][c:5]2[c:6]([C:11](=[O:12])[N:13]3[CH2:14][CH2:15][CH:16]([N:19]4[C:20](=[O:28])[CH2:21][c:22]5[cH:23][cH:24][cH:25][cH:26][c:27]54)[CH2:17][CH2:18]3)[cH:7][n:8]([CH2:31][CH2:32][N:33]([CH3:34])[CH3:35])[c:9]2[cH:10]1.